From a dataset of the Open Reaction Database (ORD), a public repository of structured organic reaction records. describe an organic reaction: reactants, conditions, products, and yield Yields the product C(C)(C)(C)OC(=O)N1C[C@H](OCC1)C1=CC(=CC=C1)Cl ((R)-2-(3-Chlorophenyl)-morpholine-4-carboxylic acid tert-butyl ester), Cl.ClC=1C=C(C=CC1)[C@@H]1CNCCO1 ((R)-2-(3-chlorophenyl)-morpholine hydrochloride). The yield is 100.3%. The solvent is Cl (HCl). Reactants: C(C)(C)(C)OC(=O)N1C[C@H](OCC1)C1=CC(=CC=C1)Cl ((R)-2-(3-Chloro-phenyl)-morpholine-4-carboxylic acid tert-butyl ester), O1CCOCC1 (dioxane). RXN SMILES: [C:1]([O:5][C:6]([N:8]1[CH2:13][CH2:12][O:11][C@H:10]([C:14]2[CH:19]=[CH:18][CH:17]=[C:16]([Cl:20])[CH:15]=2)[CH2:9]1)=[O:7])([CH3:4])([CH3:3])[CH3:2].O1CCOCC1>Cl>[C:1]([O:5][C:6]([N:8]1[CH2:13][CH2:12][O:11][C@H:10]([C:14]2[CH:19]=[CH:18][CH:17]=[C:16]([Cl:20])[CH:15]=2)[CH2:9]1)=[O:7])([CH3:4])([CH3:2])[CH3:3].[ClH:20].[Cl:20][C:16]1[CH:15]=[C:14]([C@H:10]2[O:11][CH2:12][CH2:13][NH:8][CH2:9]2)[CH:19]=[CH:18][CH:17]=1 |f:4.5|. Run at temperature 55 celsius, time 8 hour. Procedure: (R)-2-(3-Chlorophenyl)-morpholine-4-carboxylic acid tert-butyl ester was prepared using a similar procedure as that described in Example 4 (steps b-d). (R)-2-(3-Chloro-phenyl)-morpholine-4-carboxylic acid tert-butyl ester (2.7 g, 9.07 mmol) was dissolved in HCl in dioxane (4M, 11.3 mL, 45.3 mmol) and the resulting mixture was heated at 55° C. for 2 h and then stirred at room temperature overnight. The solvent was removed by concentration in vacuo. The crude product was purified by reverse phase ... Starting materials: [Al+3], CCCC1CCC(CC(=O)Cl)CC1, [Cl-], [Cl-], [Cl-], ClCCl, Cl, CCCc1ccc(-c2ccc(-c3ccccc3)c(F)c2)cc1. Product: CCCc1ccc(-c2ccc(-c3ccc(C(=O)CC4CCC(CCC)CC4)cc3)c(F)c2)cc1. RXN SMILES: [Al+3:37].[CH2:23]([CH2:24][CH3:25])[CH:26]1[CH2:27][CH2:28][CH:29]([CH2:32][C:33](=[O:34])[Cl:35])[CH2:30][CH2:31]1.[Cl-:36].[Cl-:38].[Cl-:39].[Cl:41][CH2:42][Cl:43].[ClH:40].[F:1][c:2]1[cH:3][c:4](-[c:14]2[cH:15][cH:16][c:17]([CH2:20][CH2:21][CH3:22])[cH:18][cH:19]2)[cH:5][cH:6][c:7]1-[c:8]1[cH:9][cH:10][cH:11][cH:12][cH:13]1>>[F:1][c:2]1[cH:3][c:4](-[c:14]2[cH:15][cH:16][c:17]([CH2:20][CH2:21][CH3:22])[cH:18][cH:19]2)[cH:5][cH:6][c:7]1-[c:8]1[cH:9][cH:10][c:11]([C:33]([CH2:32][CH:29]2[CH2:28][CH2:27][CH:26]([CH2:23][CH2:24][CH3:25])[CH2:31][CH2:30]2)=[O:34])[cH:12][cH:13]1.